Dataset: the Open Reaction Database (ORD), a public repository of structured organic reaction records. Task: describe an organic reaction: reactants, conditions, products, and yield Starting materials: O=C1N=C(C=C2N1CCCN2CC(=O)O)OCC2=CC(=C(C(=C2)F)F)F (2-(6-oxo-8-((3,4,5-trifluorobenzyl)oxy)-2,3,4,6-tetrahydro-1H-pyrimido[1,6-a]pyrimidin-1-yl) acetic acid), N1CCCC1 (pyrrolidine). The product is O=C(CN1C=2N(CCC1)C(N=C(C2)OCC2=CC(=C(C(=C2)F)F)F)=O)N2CCCC2 (1-(2-oxo-2-(pyrrolidin-1-yl)ethyl)-8-((3,4,5-trifluorobenzyl)oxy)-3,4-dihydro-1H-pyrimido[1,6-a]pyrimidin-6(2H)-one). Reaction SMILES: [O:1]=[C:2]1[N:7]2[CH2:8][CH2:9][CH2:10][N:11]([CH2:12][C:13](O)=[O:14])[C:6]2=[CH:5][C:4]([O:16][CH2:17][C:18]2[CH:23]=[C:22]([F:24])[C:21]([F:25])=[C:20]([F:26])[CH:19]=2)=[N:3]1.[NH:27]1[CH2:31][CH2:30][CH2:29][CH2:28]1>>[O:14]=[C:13]([N:27]1[CH2:31][CH2:30][CH2:29][CH2:28]1)[CH2:12][N:11]1[CH2:10][CH2:9][CH2:8][N:7]2[C:2](=[O:1])[N:3]=[C:4]([O:16][CH2:17][C:18]3[CH:19]=[C:20]([F:26])[C:21]([F:25])=[C:22]([F:24])[CH:23]=3)[CH:5]=[C:6]12. Procedure details: The title compound was prepared by a procedure similar to that described for E13 starting from 2-(6-oxo-8-((3,4,5-trifluorobenzyl)oxy)-2,3,4,6-tetrahydro-1H-pyrimido[1,6-a]pyrimidin-1-yl) acetic acid and pyrrolidine. Starting materials: C(C)(=O)N1C(C(C2=CC(=CC=C12)[N+](=O)[O-])=C(C1=CC=CC=C1)OC)=O (1-acetyl-3-(1-methoxy-1-phenyl-methylidene)-5-nitro-2-indolinone), [N+](=O)([O-])C1=CC=C(N)C=C1 (4-nitroaniline), N (ammonia). Solvent: CN(C)C=O (DMF). Yields the product [N+](=O)([O-])C1=CC=C(C=C1)N\C(\C1=CC=CC=C1)=C\1/C(NC2=CC=C(C=C12)[N+](=O)[O-])=O ((Z)-3-[1-(4-nitrophenylamino)-1-phenyl-methylidene]-5-nitro-2-indolinone). Reaction SMILES: C([N:4]1[C:12]2[C:7](=[CH:8][C:9]([N+:13]([O-:15])=[O:14])=[CH:10][CH:11]=2)[C:6](=[C:16](OC)[C:17]2[CH:22]=[CH:21][CH:20]=[CH:19][CH:18]=2)[C:5]1=[O:25])(=O)C.[N+:26]([C:29]1[CH:35]=[CH:34][C:32]([NH2:33])=[CH:31][CH:30]=1)([O-:28])=[O:27].N>CN(C=O)C>[N+:26]([C:29]1[CH:35]=[CH:34][C:32]([NH:33]/[C:16](=[C:6]2\[C:5](=[O:25])[NH:4][C:12]3[C:7]\2=[CH:8][C:9]([N+:13]([O-:15])=[O:14])=[CH:10][CH:11]=3)/[C:17]2[CH:18]=[CH:19][CH:20]=[CH:21][CH:22]=2)=[CH:31][CH:30]=1)([O-:28])=[O:27]. Procedure: Prepared analogously to Example 77 from 1-acetyl-3-(1-methoxy-1-phenyl-methylidene)-5-nitro-2-indolinone and 4-nitroaniline in DMF and subsequent treatment with methanolic ammonia. The reactants are CS(=O)(=O)Cl (methanesulfonyl chloride), C[C@@]1(CN(CCN1)C(=O)OCC1=CC=CC=C1)C(=O)[O-] (1-benzyl 3-methyl-(3R)-piperazine-1,3-dicarboxylate), C(C)OC=1C=C(C=CC1)N1C(=NC(=C1)C(=O)N1[C@H](CN(CC1)C(=O)OCC1=CC=CC=C1)C(=O)OC)C1=CC=C(C=C1)C (1-Benzyl 3-methyl (3R)-4-{[1-(3-ethoxyphenyl)-2-(4-methylphenyl)-1H-imidazol-4-yl]carbonyl}piperazine-1,3-dicarboxylate), CC(C)C1C(=O)NCC(=O)NC(C(=O)NC(C(=O)NC(C(=O)NC(C(=O)N2CCCC2C(=O)NC(CSSCC(C(=O)NC(C(=O)N1)CCSC)NC(=O)C(CCCNC(=N)N)NC(=O)C(CCSC)NC(=O)C(C(C)O)NC(=O)C(CC(=O)O)N)C(=O)NC(CC3=CNC4=CC=CC=C43)C(=O)NC(CCC(=O)O)C(=O)NC(C(C)C)C(=O)O)CCCNC(=N)N)CC5=CC=C(C=C5)O)C(C)C)CCCNC(=N)N (melanin-concentrating hormone), CN1C=NC=C1 (1-methylimidazole). Run in ClCCl (dichloromethane), ClCCl (dichloromethane). Product: C(C)(=O)OC[C@@H]1N(CCNC1)C(=O)C=1N=C(N(C1)C1=CC(=CC=C1)OCC)C1=CC=C(C=C1)C (((2R)-1-{[1-(3-Ethoxyphenyl)-2-(4-methylphenyl)-1H-imidazol-4-yl]carbonyl}-piperazin-2-yl)methyl acetate). Reaction SMILES: [CH2:1]([O:3][C:4]1[CH:5]=[C:6]([N:10]2[CH:14]=[C:13]([C:15]([N:17]3[CH2:22][CH2:21][N:20](C(OCC4C=CC=CC=4)=O)[CH2:19][C@@H:18]3[C:33]([O:35]C)=O)=[O:16])[N:12]=[C:11]2[C:37]2[CH:42]=[CH:41][C:40]([CH3:43])=[CH:39][CH:38]=2)[CH:7]=[CH:8][CH:9]=1)[CH3:2].CC([CH:47]1NC(=O)C(CCSC)NC(=O)C(NC(C(NC(C(NC(C(NC(C(N)CC(O)=O)=O)C(O)C)=O)CCSC)=O)CCCNC(N)=N)=O)CSSCC(C(NC(C(NC(C(NC(C(O)=O)C(C)C)=O)CCC(O)=O)=O)CC2C3C(=CC=CC=3)NC=2)=O)NC(=O)C2N(CCC2)C(=O)C(CCCNC(N)=N)NC(=O)C(CC2C=CC(O)=CC=2)NC(=O)C(C(C)C)NC(=O)C(CCCNC(N)=N)NC(=O)CN[C:48]1=[O:49])C.CN1C=CN=C1.CS(Cl)(=O)=O.C[C@@]1(C([O-])=O)NCCN(C(OCC2C=CC=CC=2)=O)C1>ClCCl>[C:48]([O:35][CH2:33][C@H:18]1[CH2:19][NH:20][CH2:21][CH2:22][N:17]1[C:15]([C:13]1[N:12]=[C:11]([C:37]2[CH:42]=[CH:41][C:40]([CH3:43])=[CH:39][CH:38]=2)[N:10]([C:6]2[CH:7]=[CH:8][CH:9]=[C:4]([O:3][CH2:1][CH3:2])[CH:5]=2)[CH:14]=1)=[O:16])(=[O:49])[CH3:47]. Procedure: 1-Benzyl 3-methyl (3R)-4-{[1-(3-ethoxyphenyl)-2-(4-methylphenyl)-1H-imidazol-4-yl]carbonyl}piperazine-1,3-dicarboxylate To a solution of 3.18 g (9.88 mmol) of Intermediate 1 in 75 mL of anhydrous dichloromethane at 0° C. was added 1.5 mL (19 mmol) of 1-methylimidazole followed by 0.80 mL (9.9 mmol) of methanesulfonyl chloride. The resulting mixture was stirred with gradual warming to ambient temperature over 20 min, then re-cooled to 0° C. A solution of 2.39 g (8.59 mmol) of 1-benzyl 3-methyl-(3... Reactants: CC(C)(C)OC(=O)N1CCC(O)CC1, CCOC(C)=O, CCCCCC, ClCCl, CCOC(=O)N=NC(=O)OCC, C1CCOC1, COC(=O)c1cc([N+](=O)[O-])cc(C(=O)OC)c1O, c1ccc(P(c2ccccc2)c2ccccc2)cc1. Yields the product COC(=O)c1cc([N+](=O)[O-])cc(C(=O)OC)c1OC1CCN(C(=O)OC(C)(C)C)CC1. RXN SMILES: [C:1]([CH3:2])([CH3:3])([CH3:4])[O:5][C:6](=[O:7])[N:8]1[CH2:9][CH2:10][CH:11]([OH:14])[CH2:12][CH2:13]1.[C:72]([O:73][CH2:74][CH3:75])(=[O:76])[CH3:77].[CH3:78][CH2:79][CH2:80][CH2:81][CH2:82][CH3:83].[Cl:64][CH2:65][Cl:66].[O:52]=[C:53]([O:54][CH2:55][CH3:56])[N:57]=[N:58][C:59]([O:60][CH2:61][CH3:62])=[O:63].[O:67]1[CH2:68][CH2:69][CH2:70][CH2:71]1.[OH:15][c:16]1[c:17]([C:18](=[O:19])[O:20][CH3:21])[cH:22][c:23]([N+:30](=[O:31])[O-:32])[cH:24][c:25]1[C:26](=[O:27])[O:28][CH3:29].[c:33]1([P:34]([c:35]2[cH:36][cH:37][cH:38][cH:39][cH:40]2)[c:41]2[cH:42][cH:43][cH:44][cH:45][cH:46]2)[cH:47][cH:48][cH:49][cH:50][cH:51]1>>[C:1]([CH3:2])([CH3:3])([CH3:4])[O:5][C:6](=[O:7])[N:8]1[CH2:9][CH2:10][CH:11]([O:14][c:16]2[c:17]([C:18](=[O:19])[O:20][CH3:21])[cH:22][c:23]([N+:30](=[O:31])[O-:32])[cH:24][c:25]2[C:26](=[O:27])[O:28][CH3:29])[CH2:12][CH2:13]1.